This data is from the Open Reaction Database (ORD), a public repository of structured organic reaction records. The task is: describe an organic reaction: reactants, conditions, products, and yield The reactants are C1(CC1)COC1=C(C=C(C=C1)OC)C1=C2C(=NC=C1)C(=C(N2COCC[Si](C)(C)C)C)C(=O)O (7-[2-(cyclopropylmethoxy)-5-methoxyphenyl]-2-methyl-1-{[2-(trimethylsilyl)ethoxy]methyl}-1H-pyrrolo[3,2-b]pyridine-3-carboxylic acid), N[C@@H]1CN(C[C@H]1O)C(=O)OC(C)(C)C (tert-butyl (3R*,4R*)-3-amino-4-hydroxy-pyrrolidine-1-carboxylate). Yields the product C(C)(C)(C)OC(=O)N1C[C@H]([C@@H](C1)O)NC(=O)C1=C(N(C=2C1=NC=CC2C2=C(C=CC(=C2)OC)OCC2CC2)COCC[Si](C)(C)C)C (tert-Butyl-(3R*,4R*)-3-{[(7-[2-(cyclopropylmethoxy)-5-methoxyphenyl]-2-methyl-1-{[2-(trimethylsilyl)ethoxy]methyl}-1H-pyrrolo[3,2-b]pyridin-3-yl)carbonyl]amino}-4-hydroxypyrrolidine-1-carboxylate). RXN SMILES: [CH:1]1([CH2:4][O:5][C:6]2[CH:11]=[CH:10][C:9]([O:12][CH3:13])=[CH:8][C:7]=2[C:14]2[CH:19]=[CH:18][N:17]=[C:16]3[C:20]([C:32](O)=[O:33])=[C:21]([CH3:31])[N:22]([CH2:23][O:24][CH2:25][CH2:26][Si:27]([CH3:30])([CH3:29])[CH3:28])[C:15]=23)[CH2:3][CH2:2]1.[NH2:35][C@H:36]1[C@H:40]([OH:41])[CH2:39][N:38]([C:42]([O:44][C:45]([CH3:48])([CH3:47])[CH3:46])=[O:43])[CH2:37]1>>[C:45]([O:44][C:42]([N:38]1[CH2:39][C@@H:40]([OH:41])[C@H:36]([NH:35][C:32]([C:20]2[C:16]3=[N:17][CH:18]=[CH:19][C:14]([C:7]4[CH:8]=[C:9]([O:12][CH3:13])[CH:10]=[CH:11][C:6]=4[O:5][CH2:4][CH:1]4[CH2:2][CH2:3]4)=[C:15]3[N:22]([CH2:23][O:24][CH2:25][CH2:26][Si:27]([CH3:28])([CH3:29])[CH3:30])[C:21]=2[CH3:31])=[O:33])[CH2:37]1)=[O:43])([CH3:48])([CH3:46])[CH3:47]. Procedure: Starting from 7-[2-(cyclopropylmethoxy)-5-methoxyphenyl]-2-methyl-1-{[2-(trimethylsilyl)ethoxy]methyl}-1H-pyrrolo[3,2-b]pyridine-3-carboxylic acid (example D.c5) and commercially available tert-butyl (3R*,4R*)-3-amino-4-hydroxy-pyrrolidine-1-carboxylate the title compound is obtained as pale yellow viscous oil.